The task is: describe an organic reaction: reactants, conditions, products, and yield. This data is from the Open Reaction Database (ORD), a public repository of structured organic reaction records. Starting materials: aldehyde, ClC1=NC=CC=C1C1=NC2=C(N1)C=CC=C2C(=O)NC=2SC=CN2 (2-(2-Chloropyridin-3-yl)-N-(thiazol-2-yl)-1H-benzo[d]imidazole-4-carboxamide), N1CCOCC1 (morpholine). The solvent is CS(=O)C (DMSO), O (water). Run at temperature 140 celsius, time 25 minute. The product is ClC1=NC=CC=C1C1=NC2=C(N1)C=CC=C2C(=O)NC=2SC=CN2 (2-(2-Chloropyridin-3-yl)-N-(thiazol-2-yl)-1H-benzo[d]imidazole-4-carboxamide), O1CCN(CC1)C1=NC=CC=C1C1=NC2=C(N1)C=CC=C2C(=O)NC=2SC=CN2 (2-(2-morpholinopyridin-3-yl)-N-(thiazol-2-yl)-1H-benzo[d]imidazole-4-carboxamide). Isolated yield 120.7%. RXN SMILES: [Cl:1][C:2]1[C:7]([C:8]2[NH:12][C:11]3[CH:13]=[CH:14][CH:15]=[C:16]([C:17]([NH:19][C:20]4[S:21][CH:22]=[CH:23][N:24]=4)=[O:18])[C:10]=3[N:9]=2)=[CH:6][CH:5]=[CH:4][N:3]=1.[NH:25]1[CH2:30][CH2:29][O:28][CH2:27][CH2:26]1>CS(C)=O.O>[Cl:1][C:2]1[C:7]([C:8]2[NH:12][C:11]3[CH:13]=[CH:14][CH:15]=[C:16]([C:17]([NH:19][C:20]4[S:21][CH:22]=[CH:23][N:24]=4)=[O:18])[C:10]=3[N:9]=2)=[CH:6][CH:5]=[CH:4][N:3]=1.[O:28]1[CH2:29][CH2:30][N:25]([C:2]2[C:7]([C:8]3[NH:12][C:11]4[CH:13]=[CH:14][CH:15]=[C:16]([C:17]([NH:19][C:20]5[S:21][CH:22]=[CH:23][N:24]=5)=[O:18])[C:10]=4[N:9]=3)=[CH:6][CH:5]=[CH:4][N:3]=2)[CH2:26][CH2:27]1. Procedure details: 2-(2-Chloropyridin-3-yl)-N-(thiazol-2-yl)-1H-benzo[d]imidazole-4-carboxamide 9 was prepared according to the general procedure outlined above using the appropriate aldehyde component. A mixture containing this material, namely 2-(2-chloropyridin-3-yl)-N-(thiazol-2-yl)-1H-benzo[d]imidazole-4-carboxamide (9; 19 mg, 0.053 mmol) and morpholine (48; 46 mg, 0.53 mmol) in DMSO (1.2 mL) were stirred at 140° C. in a microwave reactor for 25 min. The reaction mixture was cooled to room temperature and dil... Reactants: [Al+3], C1CCOC1, CC(C)C(COCc1ccccc1)C(=O)O, [H-], [H-], [H-], [H-], [Li+], [Na+], [OH-], O. Product: CC(C)C(CO)COCc1ccccc1. RXN SMILES: [Al+3:2].[CH2:26]1[O:27][CH2:28][CH2:29][CH2:30]1.[CH2:7]([c:8]1[cH:9][cH:10][cH:11][cH:12][cH:13]1)[O:14][CH2:15][CH:16]([C:17](=[O:18])[OH:19])[CH:20]([CH3:21])[CH3:22].[H-:1].[H-:4].[H-:5].[H-:6].[Li+:3].[Na+:25].[OH-:24].[OH2:23]>>[CH2:7]([c:8]1[cH:9][cH:10][cH:11][cH:12][cH:13]1)[O:14][CH2:15][CH:16]([CH2:17][OH:18])[CH:20]([CH3:21])[CH3:22]. Starting materials: CC1=NC(=NO1)C1=CC=C(S1)C(=O)OC (methyl 5-(5-methyl-1,2,4-oxadiazol-3-yl)-2-thiophenecarboxylate), Cl (hydrochloric acid). Run in CO (methanol), O (water), [OH-].[Na+] (sodium hydroxide). Conditions: temperature 60 celsius, time 30 minute. Yields the product CC1=NC(=NO1)C1=CC=C(S1)C(=O)O (5-(5-methyl-1,2,4-oxadiazol-3-yl)-2-thiophenecarboxylic acid). The yield is 56.0%. Reaction SMILES: [CH3:1][C:2]1[O:6][N:5]=[C:4]([C:7]2[S:11][C:10]([C:12]([O:14]C)=[O:13])=[CH:9][CH:8]=2)[N:3]=1.Cl>[OH-].[Na+].CO.O>[CH3:1][C:2]1[O:6][N:5]=[C:4]([C:7]2[S:11][C:10]([C:12]([OH:14])=[O:13])=[CH:9][CH:8]=2)[N:3]=1 |f:2.3|. Reported procedure: A mixture of methyl 5-(5-methyl-1,2,4-oxadiazol-3-yl)-2-thiophenecarboxylate, prepared according to Example 22, (86 mg, 0.38 mmoles) in 3 ml of 2N sodium hydroxide was diluted with 1 ml of methanol and warmed to 60° C. for 10 minutes. The solution was cooled to room temperature, diluted with 2 ml of water and acidified to pH 2 with concentrated hydrochloric acid. After standing for 30 minutes the fluffy crystalline solid which slowly separated was collected by filtration and dried in vacuo to fu... Starting materials: CCO, FC(F)(F)c1cc(Cl)cc(C(F)(F)F)n1, [Cu+2], N, O=S(=O)([O-])[O-]. Yields the product Nc1cc(C(F)(F)F)nc(C(F)(F)F)c1. Reaction SMILES: [CH3:17][CH2:18][OH:19].[Cl:1][c:2]1[cH:3][c:4]([C:12]([F:13])([F:14])[F:15])[n:5][c:6]([C:8]([F:9])([F:10])[F:11])[cH:7]1.[Cu+2:25].[NH3:16].[S:20]([O-:21])([O-:22])(=[O:23])=[O:24]>>[c:2]1([NH2:16])[cH:3][c:4]([C:12]([F:13])([F:14])[F:15])[n:5][c:6]([C:8]([F:9])([F:10])[F:11])[cH:7]1.